The task is: describe an organic reaction: reactants, conditions, products, and yield. This data is from the Open Reaction Database (ORD), a public repository of structured organic reaction records. Starting materials: [N-]=[N+]=[N-].[Na+] (sodium azide), C(CC(=O)[O-])(=O)[O-] (malonate), O=S(Cl)Cl (SOCl2), C(C1=CC=CC=C1)O (Benzyl alcohol), NC1=CC(=C(C=C1)C(C(=O)OC)C(=O)OC)[N+](=O)[O-] (dimethyl (4-amino-2-nitrophenyl)malonate). Reagents/catalysts: CN(C)C=O (DMF). The solvent is O (water), CC(=O)C (acetone), ClCCCl (1,2-dichloroethane), CCOC(=O)C (EtOAc). Reaction conditions: time 30 minute. Yields the product C(C1=CC=CC=C1)OC(=O)NC1=CC(=C(C=C1)C(C(=O)OC)C(=O)OC)[N+](=O)[O-] (dimethyl [4-(benzyloxycarbonyl)amino-2-nitrophenyl]malonate). The yield is 81.0%. RXN SMILES: C([O-])(=O)C[C:3]([O-])=[O:4].O=S(Cl)Cl.[N-]=[N+]=[N-].[Na+].[CH2:16]([OH:23])[C:17]1[CH:22]=[CH:21][CH:20]=[CH:19][CH:18]=1.[NH2:24][C:25]1[CH:30]=[CH:29][C:28]([CH:31]([C:36]([O:38][CH3:39])=[O:37])[C:32]([O:34][CH3:35])=[O:33])=[C:27]([N+:40]([O-:42])=[O:41])[CH:26]=1>CN(C=O)C.ClCCCl.O.CCOC(C)=O.CC(C)=O>[CH2:16]([O:23][C:3]([NH:24][C:25]1[CH:30]=[CH:29][C:28]([CH:31]([C:32]([O:34][CH3:35])=[O:33])[C:36]([O:38][CH3:39])=[O:37])=[C:27]([N+:40]([O-:42])=[O:41])[CH:26]=1)=[O:4])[C:17]1[CH:22]=[CH:21][CH:20]=[CH:19][CH:18]=1 |f:2.3|. Reported procedure: A solution of the above malonate (3.44 g, 11.6 mmol), SOCl2 (1.0 mL, 13.9 mmol) and DMF (4 drops) in 1,2-dichloroethane (60 mL) was stirred under reflux for 1 h, cooled and evaporated. The residue was dissolved in Me2CO (30 mL) and added dropwise over 10 min to a vigorously stirred solution of sodium azide (2.26 g, 35 mmol) in water (30 mL) and M acetone (100 mL) at 0° C. After a further 30 min at 0° C., EtOAc (100 mL) was added, most of the Me2CO was evaporated, and the EtOAc layer was washed w... Procedure: A solution of 1 l of ethanol and 27 g (0.7 mole) of sodium boranate was added in the course of 2 hours to 412 g (2 moles) of the product from Example 1, at from 25° to 30° C. The ethanol was then stripped off and the residue was acidified with dilute sulfuric acid, washed and then worked up by distillation in the conventional manner. Boiling point: 77° C/0.1 mm Hg; nD25 : 1.4894; yield 82%; the structure was confirmed by the nuclear resonance spectrum. The product is CC1=C(C(CC1)C(=C)C)CC(CO)(C)C (1-Methyl-2-(2,2-dimethyl-3-hydroxypropyl)-3-isopropenylcyclopent-1-ene). The solvent is C(C)O (ethanol), C(C)O (ethanol). Yield: 82.0%. As a reaction SMILES: B([O-])=O.[Na+].[CH3:5][C:6]1[CH2:10][CH2:9][CH:8]([C:11]([CH3:13])=[CH2:12])[C:7]=1[CH2:14][C:15]([CH3:19])([CH3:18])[CH:16]=[O:17].S(=O)(=O)(O)O>C(O)C>[CH3:5][C:6]1[CH2:10][CH2:9][CH:8]([C:11]([CH3:13])=[CH2:12])[C:7]=1[CH2:14][C:15]([CH3:19])([CH3:18])[CH2:16][OH:17] |f:0.1|. The reactants are B(=O)[O-].[Na+] (sodium boranate), CC1=C(C(CC1)C(=C)C)CC(C=O)(C)C (1-Methyl-2-(2,2-dimethyl-2-formylethyl)-3-isopropenylcyclopent-1-ene), S(O)(O)(=O)=O (sulfuric acid). The reactants are cuprous bromide, [C-]#N.[Na+] (sodium cyanide), O (water), C(C)(=O)NC=1C=C(N(CC)CC)C=CC1N=NC1=C(C=C(C=C1[N+](=O)[O-])[N+](=O)[O-])Cl (3-acetamido-4-(2'-chloro-4',6'-dinitrophenylazo)-N,N-diethylaniline). The solvent is C(#N)CCSCCC#N (bis(β-cyanoethyl) sulfide). Run at time 30 minute. Yields the product C(C)(=O)NC=1C=C(N(CC)CC)C=CC1N=NC1=C(C=C(C=C1[N+](=O)[O-])[N+](=O)[O-])C#N (3-acetamido-4-(2'-cyano-4',6'-dinitrophenylazo)-N,N-diethylaniline). Isolated yield 82.5%. RXN SMILES: [C:1]([NH:4][C:5]1[CH:6]=[C:7]([CH:13]=[CH:14][C:15]=1[N:16]=[N:17][C:18]1[C:23]([N+:24]([O-:26])=[O:25])=[CH:22][C:21]([N+:27]([O-:29])=[O:28])=[CH:20][C:19]=1Cl)[N:8]([CH2:11][CH3:12])[CH2:9][CH3:10])(=[O:3])[CH3:2].[C-:31]#[N:32].[Na+].O>C(CCSCCC#N)#N>[C:1]([NH:4][C:5]1[CH:6]=[C:7]([CH:13]=[CH:14][C:15]=1[N:16]=[N:17][C:18]1[C:23]([N+:24]([O-:26])=[O:25])=[CH:22][C:21]([N+:27]([O-:29])=[O:28])=[CH:20][C:19]=1[C:31]#[N:32])[N:8]([CH2:11][CH3:12])[CH2:9][CH3:10])(=[O:3])[CH3:2] |f:1.2|. Reported procedure: 7.175 parts of cuprous bromide are dissolved in 350 parts of bis(β-cyanoethyl) sulfide. 43.45 parts of 3-acetamido-4-(2'-chloro-4',6'-dinitrophenylazo)-N,N-diethylaniline are introduced, and the mass is brought to 130° C. During 1 hour 30 minutes, in an open reactor, a solution of 6.35 parts of sodium cyanide in 20 parts of water is added to the mixture and the mixture is stirred for 4 hours at 130°-135° C. The product formed is separated as in Example 1; 35.12 parts of 3-acetamido-4-(2'-cyano-4...